This data is from the Open Reaction Database (ORD), a public repository of structured organic reaction records. The task is: describe an organic reaction: reactants, conditions, products, and yield Starting materials: BrCC(C(=O)O)=O (bromopyruvic acid), C(C)(C)(C)C(=O)OCC(=S)N (2-(tert-butylcarbonyloxy)thioacetamide), ClCCl (dichloromethane). The solvent is C(C)O (ethanol). Reaction conditions: time 15 hour. Yields the product CC(C(=O)OCC=1SC=C(N1)C(=O)O)(C)C (2-{[(2,2-dimethylpropanoyl)oxy]methyl}-1,3-thiazole-4-carboxylic acid). As a reaction SMILES: Br[CH2:2][C:3](=O)[C:4]([OH:6])=[O:5].[C:8]([C:12]([O:14][CH2:15][C:16]([NH2:18])=[S:17])=[O:13])([CH3:11])([CH3:10])[CH3:9].ClCCl>C(O)C>[CH3:10][C:8]([CH3:11])([CH3:9])[C:12]([O:14][CH2:15][C:16]1[S:17][CH:2]=[C:3]([C:4]([OH:6])=[O:5])[N:18]=1)=[O:13]. Procedure: To a solution of bromopyruvic acid (0.37 g, 2.22 mmol) and 2-(tert-butylcarbonyloxy)thioacetamide (0.41 g, 2.22 mmol) in ethanol (20 ml) was added 4 A molecular sieves (2 g). After stirring for 15 h, 20 mL of dichloromethane was added. The mixture was stirred 5 min and filtered to give the product as a yellow solid. The reactants are COC=1C=C2CCNC2=CC1C(F)(F)F (5-methoxy-6-trifluoromethylindoline), O (water), FC=1C=C(N)C=C(C1)I (3-fluoro-5-iodoaniline), 1,1′-carbonyl imidazole, ClCCl (dichloromethane). Solvent: CN(C=O)C (DMF). Conditions: time 1 hour. Product: FC=1C=C(C=C(C1)I)NC(=O)N1CCC2=CC(=C(C=C12)C(F)(F)F)OC (1-(3-Fluoro-5-iodophenylcarbamoyl)-5-methoxy-6-trifluoromethylindoline). Isolated yield 40.0%. RXN SMILES: [F:1][C:2]1[CH:3]=[C:4]([CH:6]=[C:7]([I:9])[CH:8]=1)[NH2:5].[CH3:10][O:11][C:12]1[CH:13]=[C:14]2[C:18](=[CH:19][C:20]=1[C:21]([F:24])([F:23])[F:22])[NH:17][CH2:16][CH2:15]2.[OH2:25].Cl[CH2:27]Cl>CN(C)C=O>[F:1][C:2]1[CH:3]=[C:4]([NH:5][C:27]([N:17]2[C:18]3[C:14](=[CH:13][C:12]([O:11][CH3:10])=[C:20]([C:21]([F:24])([F:22])[F:23])[CH:19]=3)[CH2:15][CH2:16]2)=[O:25])[CH:6]=[C:7]([I:9])[CH:8]=1. Reported procedure: A mixture of 3-fluoro-5-iodoaniline (0.47 g, 1.98 mmol) and 1,1′-carbonyl imidazole (0.33 g, 2 mmol) in dichloromethane (40 ml) was stirred at room temperature for 1 h, then evaporated to dryness. To the residue was added dimethylformamide (DMF, 10 ml) and a solution of 5-methoxy-6-trifluoromethylindoline (D11, 0.44 g, 2 mmol) in DMF (5 ml). The mixture was heated at 80° C. overnight, then cooled and poured into water. The precipitate was filtered off, washed with water and dried. The crude prod... Starting materials: C(C=CC)N1C(=C(C=2C1=C(N=NC2)Cl)C)C (1-(2-butenyl)-7-chloro-2,3-dimethylpyrrolo[2,3-d]pyridazine), ClC1=CC(=C(CO)C=C1)F (4-chloro-2-fluorobenzyl alcohol). Yields the product C(C=CC)N1C(=C(C=2C1=C(N=NC2)OCC2=C(C=C(C=C2)Cl)F)C)C (1-(2-Butenyl)-7-(4-chloro-2-fluorobenzyloxy)-2,3-dimethylpyrrolo[2,3-d]pyridazine). Yield: 63.8%. Reaction SMILES: [CH2:1]([N:5]1[C:9]2=[C:10](Cl)[N:11]=[N:12][CH:13]=[C:8]2[C:7]([CH3:15])=[C:6]1[CH3:16])[CH:2]=[CH:3][CH3:4].[Cl:17][C:18]1[CH:25]=[CH:24][C:21]([CH2:22][OH:23])=[C:20]([F:26])[CH:19]=1>>[CH2:1]([N:5]1[C:9]2=[C:10]([O:23][CH2:22][C:21]3[CH:24]=[CH:25][C:18]([Cl:17])=[CH:19][C:20]=3[F:26])[N:11]=[N:12][CH:13]=[C:8]2[C:7]([CH3:15])=[C:6]1[CH3:16])[CH:2]=[CH:3][CH3:4]. Procedure: The title compound (cis/trans=24:76) was prepared as a white powder in 63.8% yield in a similar procedure to that described in Example 1 by using using 1-(2-butenyl)-7-chloro-2,3-dimethylpyrrolo[2,3-d]pyridazine (cis/trans=24/76) and 4-chloro-2-fluorobenzyl alcohol. Reactants: CC(C)(C)OC(=O)N1CCc2nc(-c3cccnc3)[nH]c(=O)c2C1, C1COCCO1, O=C1CCC(=O)N1Cl, c1ccc(P(c2ccccc2)c2ccccc2)cc1. Product: CC(C)(C)OC(=O)N1CCc2nc(-c3cccnc3)nc(Cl)c2C1. As a reaction SMILES: [C:28]([CH3:29])([CH3:30])([CH3:31])[O:32][C:33](=[O:34])[N:35]1[CH2:36][c:37]2[c:38]([n:39][c:40](-[c:44]3[cH:45][n:46][cH:47][cH:48][cH:49]3)[nH:41][c:42]2=[O:43])[CH2:50][CH2:51]1.[CH2:52]1[O:53][CH2:54][CH2:55][O:56][CH2:57]1.[Cl:20][N:21]1[C:22](=[O:23])[CH2:24][CH2:25][C:26]1=[O:27].[c:1]1([P:2]([c:3]2[cH:4][cH:5][cH:6][cH:7][cH:8]2)[c:9]2[cH:10][cH:11][cH:12][cH:13][cH:14]2)[cH:15][cH:16][cH:17][cH:18][cH:19]1>>[Cl:20][c:42]1[c:37]2[c:38]([n:39][c:40](-[c:44]3[cH:45][n:46][cH:47][cH:48][cH:49]3)[n:41]1)[CH2:50][CH2:51][N:35]([C:33]([O:32][C:28]([CH3:29])([CH3:30])[CH3:31])=[O:34])[CH2:36]2. Reactants: Cl.ClC1=CC=C(C(CNCC2=CC(=C(C=C2)OC)OC)O)C=C1 (rac.-4-chloro-α-{[(3,4-dimethoxybenzyl)amino]methyl}benzyl alcohol hydrochloride), S(O)(O)(=O)=O (sulfuric acid). Solvent: O (water). Product: Cl.ClC1=CC=C(C=C1)C1CNCC2=CC(=C(C=C12)OC)OC (rac.-4-(4-chlorphenyl)-1,2,3,4-tetrahydro-6,7-dimethoxyisoquinoline hydrochloride). Reaction SMILES: Cl.[Cl:2][C:3]1[CH:23]=[CH:22][C:6]([CH:7](O)[CH2:8][NH:9][CH2:10][C:11]2[CH:16]=[CH:15][C:14]([O:17][CH3:18])=[C:13]([O:19][CH3:20])[CH:12]=2)=[CH:5][CH:4]=1.S(=O)(=O)(O)O>O>[ClH:2].[Cl:2][C:3]1[CH:23]=[CH:22][C:6]([CH:7]2[C:16]3[C:11](=[CH:12][C:13]([O:19][CH3:20])=[C:14]([O:17][CH3:18])[CH:15]=3)[CH2:10][NH:9][CH2:8]2)=[CH:5][CH:4]=1 |f:0.1,4.5|. Procedure details: At room temperature with stirring, 7.12 g. of rac.-4-chloro-α-{[(3,4-dimethoxybenzyl)amino]methyl}benzyl alcohol hydrochloride are introduced into 100 ml. of a mixture of equal parts by volume of conc. sulfuric acid and water and heated of 80° for 30 minutes. After rendering alkaline, extraction of the base with methylene chloride, acidification with ethanolic hydrogen chloride and recrystallization from ethanol-ether there is obtained rac.-4-(4-chlorphenyl)-1,2,3,4-tetrahydro-6,7-dimethoxyisoqu... Isolated yield 83.5%. The solvent is O (water). The reactants are C(C)C=1C(=NC=NC1C=1OC=CC1)NN ([5-ethyl-6-(furan-2-yl)-pyrimidin-4-yl]-hydrazine), C(C)#N (acetonitrile), C1(=CC=C(C=C1)S(=O)(=O)Cl)C (para-toluensulfonyl chloride), N1=CC=CC=C1 (pyridine). Run at time 2 hour. Procedure: To a mixture of [5-ethyl-6-(furan-2-yl)-pyrimidin-4-yl]-hydrazine (2.85 g), acetonitrile (50 ml), and para-toluensulfonyl chloride (2.86 g), pyridine (2.37 g) was added under ice-cooling, and the reaction mixture was stirred at room temperature for 2 hours. To the reaction mixture, water (50 ml) was added, and the precipitated solids were collected by filtration. The solid was sequentially washed with water (20 ml) and acetonitrile (20 ml), and dried. To the resulting solid, sodium hydroxide (8.... The product is C(C)C=1C(=NC=NC1)C=1OC=CC1 (5-ethyl-4-furan-2-yl-pyrimidine). Reaction SMILES: [CH2:1]([C:3]1[C:4](NN)=[N:5][CH:6]=[N:7][C:8]=1[C:9]1[O:10][CH:11]=[CH:12][CH:13]=1)[CH3:2].C(#N)C.C1(C)C=CC(S(Cl)(=O)=O)=CC=1.N1C=CC=CC=1>O>[CH2:1]([C:3]1[C:8]([C:9]2[O:10][CH:11]=[CH:12][CH:13]=2)=[N:7][CH:6]=[N:5][CH:4]=1)[CH3:2]. The reactants are ClC1=C(C=C2C=CN(C(C2=C1)=O)CC1=CC=C(C=C1)OC)OC1CCC2(OCCO2)CC1 (7-Chloro-6-(1,4-dioxa-spiro[4.5]dec-8-yloxy)-2-(4-methoxy-benzyl)-2H-isoquinolin-1-one), C([O-])(O)=O.[Na+] (sodium bicarbonate). Solvent: Cl.CC(=O)C (HCl acetone). Product: ClC1=C(C=C2C=CN(C(C2=C1)=O)CC1=CC=C(C=C1)OC)OC1CCC(CC1)=O (7-Chloro-2-(4-methoxy-benzyl)-6-(4-oxo-cyclohexyloxy)-2H-isoquinolin-1-one). Yield: 69.8%. As a reaction SMILES: [Cl:1][C:2]1[CH:11]=[C:10]2[C:5]([CH:6]=[CH:7][N:8]([CH2:13][C:14]3[CH:19]=[CH:18][C:17]([O:20][CH3:21])=[CH:16][CH:15]=3)[C:9]2=[O:12])=[CH:4][C:3]=1[O:22][CH:23]1[CH2:32][CH2:31][C:26]2(OCC[O:27]2)[CH2:25][CH2:24]1.C(=O)(O)[O-].[Na+]>Cl.CC(C)=O>[Cl:1][C:2]1[CH:11]=[C:10]2[C:5]([CH:6]=[CH:7][N:8]([CH2:13][C:14]3[CH:15]=[CH:16][C:17]([O:20][CH3:21])=[CH:18][CH:19]=3)[C:9]2=[O:12])=[CH:4][C:3]=1[O:22][CH:23]1[CH2:24][CH2:25][C:26](=[O:27])[CH2:31][CH2:32]1 |f:1.2,3.4|. Procedure details: 1.00 g (2.19 mmol) of 7-chloro-6-(1,4-dioxa-spiro[4.5]dec-8-yloxy)-2-(4-methoxy-benzyl)-2H-isoquinolin-1-one (65) were stirred in 9 ml of 6 N HCl/acetone (1:2) at room temperature. After 2 h the reaction mixture was poured on saturated sodium bicarbonate solution and extracted with dichloromethane. The organic layer was dried with magnesium sulfate and evaporated. The crude product was purified by silica gel chromatography to give 630 mg of the title compound. Rt=1.81 min (Method B). Detected ma...